Dataset: the Open Reaction Database (ORD), a public repository of structured organic reaction records. Task: describe an organic reaction: reactants, conditions, products, and yield RXN SMILES: [Br-:23].[CH2:1]([c:2]1[cH:3][cH:4][cH:5][cH:6][cH:7]1)[O:8][C:9](=[O:10])[N:11]1[CH2:12][CH2:13][CH:14]([C:17]([N:18]([O:19][CH3:20])[CH3:21])=[O:22])[CH2:15][CH2:16]1.[CH2:26]1[O:27][CH2:28][CH2:29][CH2:30]1.[CH3:24][Mg+:25]>>[CH2:1]([c:2]1[cH:3][cH:4][cH:5][cH:6][cH:7]1)[O:8][C:9](=[O:10])[N:11]1[CH2:12][CH2:13][CH:14]([C:17](=[O:22])[CH3:24])[CH2:15][CH2:16]1. Yields the product CC(=O)C1CCN(C(=O)OCc2ccccc2)CC1. The reactants are [Br-], CON(C)C(=O)C1CCN(C(=O)OCc2ccccc2)CC1, C1CCOC1, C[Mg+]. The reactants are COC1=C(C(=O)O)C=C(C=C1)S(=O)(=O)Cl (2-methoxy-5-chlorosulfonylbenzoic acid), C1(=CC=CC=C1)O (phenol), [OH-].[Na+] (sodium hydroxide). The solvent is O (water). Reaction conditions: time 18 hour. The product is COC1=C(C(=O)O)C=C(C=C1)S(=O)(=O)OC1=CC=CC=C1 (2-Methoxy-5-Phenoxysulfonylbenzoic acid). The yield is 65.7%. RXN SMILES: [CH3:1][O:2][C:3]1[CH:11]=[CH:10][C:9]([S:12](Cl)(=[O:14])=[O:13])=[CH:8][C:4]=1[C:5]([OH:7])=[O:6].[C:16]1(O)[CH:21]=[CH:20][CH:19]=[CH:18][CH:17]=1.[OH-:23].[Na+]>O>[CH3:1][O:2][C:3]1[CH:11]=[CH:10][C:9]([S:12]([O:14][C:16]2[CH:21]=[CH:20][CH:19]=[CH:18][CH:17]=2)(=[O:23])=[O:13])=[CH:8][C:4]=1[C:5]([OH:7])=[O:6] |f:2.3|. Procedure: To a rapidly stirred mixture of 2-methoxy-5-chlorosulfonylbenzoic acid (5.0 g, 20 mmol) and phenol (1.88 g, 20 mmol) in water (100 mL) was added dropwise a solution of sodium hydroxide (16 mL, 10%; 40 mmol) over 10 min. The mixture was stirred for 18 h, and then extracted with ether. The aqueous phase was acidified to pH 1 with cone. HCl and the white precipitate filtered off to give the title compound (4.05 g). Reactants: COC(C1=CN=C(C=C1)OCC=1C(=NOC1\C=C\C1=CC=CC=C1)C1=CC=C(C=C1)F)=O (6-[3-(4-fluoro-phenyl)-5-((E)-styryl)-isoxazol-4-ylmethoxy]-nicotinic acid methyl ester), I(=O)(=O)(=O)[O-].[Na+] (sodium metaperiodate). Reagents/catalysts: [Cl-].C(C1=CC=CC=C1)[N+](CC)(CC)CC (benzyltriethylammonium chloride), [Os](=O)(=O)(=O)=O (osmium(VIII) oxide). The solvent is O (Water), O1CCOCC1 (dioxane), O (water). Conditions: temperature 120 celsius. Yields the product COC(C1=CN=C(C=C1)OCC=1C(=NOC1C=O)C1=CC=C(C=C1)F)=O (6-[3-(4-Fluoro-phenyl)-5-formyl-isoxazol-4-ylmethoxy]-nicotinic acid methyl ester). Yield: 78.2%. Reaction SMILES: [CH3:1][O:2][C:3](=[O:32])[C:4]1[CH:9]=[CH:8][C:7]([O:10][CH2:11][C:12]2[C:13]([C:25]3[CH:30]=[CH:29][C:28]([F:31])=[CH:27][CH:26]=3)=[N:14][O:15][C:16]=2/[CH:17]=C/C2C=CC=CC=2)=[N:6][CH:5]=1.I([O-])(=O)(=O)=[O:34].[Na+]>[Cl-].C([N+](CC)(CC)CC)C1C=CC=CC=1.O1CCOCC1.O.[Os](=O)(=O)(=O)=O>[CH3:1][O:2][C:3](=[O:32])[C:4]1[CH:9]=[CH:8][C:7]([O:10][CH2:11][C:12]2[C:13]([C:25]3[CH:30]=[CH:29][C:28]([F:31])=[CH:27][CH:26]=3)=[N:14][O:15][C:16]=2[CH:17]=[O:34])=[N:6][CH:5]=1 |f:1.2,3.4|. Reported procedure: A mixture of 6-[3-(4-fluoro-phenyl)-5-((E)-styryl)-isoxazol-4-ylmethoxy]-nicotinic acid methyl ester (3.88 g, 9.01 mmol), osmium(VIII) oxide (57.3 mg, 0.23 mmol), sodium metaperiodate (7.71 g, 36.1 mmol), benzyltriethylammonium chloride (838 mg, 3.61 mmol) in dioxane (60 mL) and water (20 mL) was heated for 15 min at 120° C. in a microwave. Water was then added to the reaction mixture and the resulting mixture extracted with ethyl acetate. The organic extract was then evaporated and the residue ... Starting materials: BrC1=C(N)C=CC=C1 (2-bromoaniline), C(C)(=O)NC1=C(SC=C1)C(=O)O (3-acetamidothiophene-2-carboxylic acid), P(Cl)(Cl)Cl (phosphorus trichloride). Solvent: N1=CC=CC=C1 (pyridine). Run at temperature 105 celsius. Yields the product CC=1N(C(C2=C(N1)C=CS2)=O)C2=C(C=CC=C2)Br (2-methyl-3-(2-bromophenyl)-3H-thieno[3,2-d]pyrimidin-4-one). The yield is 42.7%. RXN SMILES: [Br:1][C:2]1[CH:8]=[CH:7][CH:6]=[CH:5][C:3]=1[NH2:4].[C:9]([NH:12][C:13]1[CH:17]=[CH:16][S:15][C:14]=1[C:18](O)=[O:19])(=O)[CH3:10].P(Cl)(Cl)Cl>N1C=CC=CC=1>[CH3:10][C:9]1[N:4]([C:3]2[CH:5]=[CH:6][CH:7]=[CH:8][C:2]=2[Br:1])[C:18](=[O:19])[C:14]2[S:15][CH:16]=[CH:17][C:13]=2[N:12]=1. Procedure details: To a mixture of pyridine (6 mL), 2-bromoaniline (1.03 g, 6 mmol), and 3-acetamidothiophene-2-carboxylic acid (0.555 g, 3 mmol) was added phosphorus trichloride (0.03 mL, 3.45 mmol). The reaction was heated to 105° C. for 4 hours, cooled to ambient temperature and partitioned between chloroform and water (an insoluble precipitate was removed by filtration). Phases were separated and the aqueous layer was extracted with chloroform. The combined organic phase was washed with water and brine, dried ... The reactants are COC(=O)c1ccccc1C(=O)OC, CCO, [Na+], [OH-]. Product: COC(=O)c1ccccc1C(=O)O. RXN SMILES: [C:1]([c:2]1[c:3]([C:4](=[O:5])[O:6][CH3:7])[cH:8][cH:9][cH:10][cH:11]1)(=[O:12])[O:13][CH3:14].[CH3:17][CH2:18][OH:19].[Na+:16].[OH-:15]>>[C:1]([c:2]1[c:3]([C:4](=[O:5])[O:6][CH3:7])[cH:8][cH:9][cH:10][cH:11]1)(=[O:12])[OH:13]. Product: CC(C)(C)OC(=O)N1CCCC(Nc2nccc(-c3c(-c4cccc(C(N)=O)c4)nc4sccn34)n2)C1. As a reaction SMILES: [C:1](#[N:2])[c:3]1[cH:4][c:5](-[c:9]2[n:10][c:11]3[s:12][cH:13][cH:14][n:15]3[c:16]2-[c:17]2[n:18][c:19]([NH:23][CH:24]3[CH2:25][N:26]([C:30](=[O:31])[O:32][C:33]([CH3:34])([CH3:35])[CH3:36])[CH2:27][CH2:28][CH2:29]3)[n:20][cH:21][cH:22]2)[cH:6][cH:7][cH:8]1.[CH3:39][CH2:40][OH:41].[Na+:38].[OH-:37]>>[C:1]([NH2:2])([c:3]1[cH:4][c:5](-[c:9]2[n:10][c:11]3[s:12][cH:13][cH:14][n:15]3[c:16]2-[c:17]2[n:18][c:19]([NH:23][CH:24]3[CH2:25][N:26]([C:30](=[O:31])[O:32][C:33]([CH3:34])([CH3:35])[CH3:36])[CH2:27][CH2:28][CH2:29]3)[n:20][cH:21][cH:22]2)[cH:6][cH:7][cH:8]1)=[O:37]. The reactants are CC(C)(C)OC(=O)N1CCCC(Nc2nccc(-c3c(-c4cccc(C#N)c4)nc4sccn34)n2)C1, CCO, [Na+], [OH-]. Starting materials: RuCl3, COC(CCC1=CC(=C(C=C1)C=C)P(=O)(OCC)OCC)=O (3-(3-Diethoxyphosphoryl-4-vinyl-phenyl)propionic acid methyl ester), NaIO4, O (H2O). Solvent: C(Cl)Cl (DCM), C(Cl)(Cl)(Cl)Cl (CCl4), CC#N (MeCN). Product: COC(CCC1=CC(=C(C=C1)C=O)P(=O)(OCC)OCC)=O (3-(3-Diethoxyphosphoryl-4-formyl-phenyl)propionic Acid Methyl Ester). Yield: 76.0%. RXN SMILES: [CH3:1][O:2][C:3](=[O:22])[CH2:4][CH2:5][C:6]1[CH:11]=[CH:10][C:9]([CH:12]=C)=[C:8]([P:14]([O:19][CH2:20][CH3:21])([O:16][CH2:17][CH3:18])=[O:15])[CH:7]=1.[OH2:23]>C(Cl)(Cl)(Cl)Cl.CC#N.C(Cl)Cl>[CH3:1][O:2][C:3](=[O:22])[CH2:4][CH2:5][C:6]1[CH:11]=[CH:10][C:9]([CH:12]=[O:23])=[C:8]([P:14]([O:19][CH2:20][CH3:21])([O:16][CH2:17][CH3:18])=[O:15])[CH:7]=1. Reported procedure: 3-(3-Diethoxyphosphoryl-4-vinyl-phenyl)propionic acid methyl ester (200 mg, 0.61 mmol) was dissolved in 3.9 mL CCl4 and 3.9 mL of MeCN. NaIO4 (388 mg, 1.81 mmol) was dissolved in 6 mL H2O and was added. The mixture was stirred vigorously and RuCl3 (10 mg, 0.05 mmol) was then added and the mixture was stirred for 1 hr at rt The reaction was diluted with DCM, organic layer was separated, dried Na2SO4 and concentrated. The residue was purified by flash column chromatography on silica gel (4/1 EtOAc... Starting materials: O=C1N(C(C2=CC=CC=C12)=O)CC(CC1=CC=CC=C1)N(S(=O)(=O)C1=C(C=CC=C1)OC)CC1=C(C(=O)O)C=CC=C1 (2-((N-(1-(1,3-Dioxoisoindolin-2-yl)-3-phenylpropan-2-yl)-2-methoxyphenylsulfonamido)methyl)benzoic acid), O.NN (hydrazine monohydrate), Cl (HCl). Run in C(C)O (ethanol). Product: NCC(CC1=CC=CC=C1)N(S(=O)(=O)C1=C(C=CC=C1)OC)CC1=C(C(=O)O)C=CC=C1 (2-((N-(1-Amino-3-phenylpropan-2-yl)-2-methoxyphenylsulfonamido)methyl)-benzoic acid). Isolated yield 38.8%. As a reaction SMILES: O=C1C2C(=CC=CC=2)C(=O)[N:3]1[CH2:12][CH:13]([N:21]([CH2:33][C:34]1[CH:42]=[CH:41][CH:40]=[CH:39][C:35]=1[C:36]([OH:38])=[O:37])[S:22]([C:25]1[CH:30]=[CH:29][CH:28]=[CH:27][C:26]=1[O:31][CH3:32])(=[O:24])=[O:23])[CH2:14][C:15]1[CH:20]=[CH:19][CH:18]=[CH:17][CH:16]=1.O.NN.Cl>C(O)C>[NH2:3][CH2:12][CH:13]([N:21]([CH2:33][C:34]1[CH:42]=[CH:41][CH:40]=[CH:39][C:35]=1[C:36]([OH:38])=[O:37])[S:22]([C:25]1[CH:30]=[CH:29][CH:28]=[CH:27][C:26]=1[O:31][CH3:32])(=[O:24])=[O:23])[CH2:14][C:15]1[CH:20]=[CH:19][CH:18]=[CH:17][CH:16]=1 |f:1.2|. Reported procedure: The mixture of compound 2e (100 mg, 0.17 mmol) and hydrazine monohydrate 98% (85 mg, 1.7 mmol) in ethanol (5 mL) was heated to reflux for 2 hr. The reaction mixture was cooled down to rt and acidified to pH=3 with 1N aqueous HCl. The precipitate was removed by filtration and the filtrate was concentrated in vacuo. The residue was purified by prep-HPLC to give compound 2f as a white solid (30 mg, 39% yield). Reactants: N1(C=CC=C1)C(=O)OC(C)(C)C (tert-butyl 1H-pyrrole-1-carboxylate), C(C#CC(=O)OC)(=O)OC (dimethyl but-2-ynedioate). The reagents and catalysts are [Al+3].[Cl-].[Cl-].[Cl-] (AlCl3). The solvent is C(Cl)Cl.CO (DCM MeOH). Run at temperature 70 celsius, time 3 day. The product is [C@H]12C(=C([C@H](C=C1)N2C(=O)OC(C)(C)C)C(=O)OC)C(=O)OC ((1R,4S)-7-tert-butyl 2,3-dimethyl 7-azabicyclo[2.2.1]hepta-2,5-diene-2,3,7-tricarboxylate). Yield: 52.7%. As a reaction SMILES: [N:1]1([C:6]([O:8][C:9]([CH3:12])([CH3:11])[CH3:10])=[O:7])[CH:5]=[CH:4][CH:3]=[CH:2]1.[C:13]([O:21][CH3:22])(=[O:20])[C:14]#[C:15][C:16]([O:18][CH3:19])=[O:17]>[Al+3].[Cl-].[Cl-].[Cl-].C(Cl)Cl.CO>[C@@H:2]12[N:1]([C:6]([O:8][C:9]([CH3:12])([CH3:11])[CH3:10])=[O:7])[C@@H:5]([CH:4]=[CH:3]1)[C:15]([C:16]([O:18][CH3:19])=[O:17])=[C:14]2[C:13]([O:21][CH3:22])=[O:20] |f:2.3.4.5,6.7|. Reported procedure: A mixture of tert-butyl 1H-pyrrole-1-carboxylate (XLV) (3.50 g 20.93 mmol), dimethyl but-2-ynedioate (XLVI) (2.57 mL, 20.93 mmol) and AlCl3 (28 mg, 0.21 mmol) were stirred for 3 days at 70° C. The crude product was purified by silica gel chromatography using 100% DCM then DCM/MeOH 1000/1→500/1 to give (1R,4S)-7-tert-butyl 2,3-dimethyl 7-azabicyclo[2.2.1]hepta-2,5-diene-2,3,7-tricarboxylate (XLVII) as a yellow oil (3.41 g, 11.04 mmol, 53% yield). 1H NMR (CDCl3) δ ppm 1.40 (s, 9H), 3.80 (s, 6H), 5...